The task is: describe an organic reaction: reactants, conditions, products, and yield. This data is from the Open Reaction Database (ORD), a public repository of structured organic reaction records. The reactants are C1(CCCCC1)C[C@@H](CN1C(C2=CC=CC=C2C1=O)=O)N1C(C2=CC=C(C=C2C1)C1=CC=NN1C)=O (2-{(2S)-3-cyclohexyl-2-[5-(1-methyl-1H-pyrazol-5-yl)-1-oxo-1,3-dihydro-2H-isoindol-2-yl]propyl}-1H-isoindole-1,3(2H)-dione), CO (methanol), NN (hydrazine). Reaction conditions: temperature 50 celsius, time 2 hour. The product is NC[C@H](CC1CCCCC1)N1C(C2=CC=C(C=C2C1)C1=CC=NN1C)=O (2-[(1S)-2-amino-1-(cyclohexylmethyl)ethyl]-5-(1-methyl-1H-pyrazol-5-yl)isoindolin-1-one). The yield is 50.3%. Reaction SMILES: [CH:1]1([CH2:7][C@H:8]([N:21]2[CH2:29][C:28]3[C:23](=[CH:24][CH:25]=[C:26]([C:30]4[N:34]([CH3:35])[N:33]=[CH:32][CH:31]=4)[CH:27]=3)[C:22]2=[O:36])[CH2:9][N:10]2C(=O)C3C(=CC=CC=3)C2=O)[CH2:6][CH2:5][CH2:4][CH2:3][CH2:2]1.CO.NN>>[NH2:10][CH2:9][C@@H:8]([N:21]1[CH2:29][C:28]2[C:23](=[CH:24][CH:25]=[C:26]([C:30]3[N:34]([CH3:35])[N:33]=[CH:32][CH:31]=3)[CH:27]=2)[C:22]1=[O:36])[CH2:7][CH:1]1[CH2:2][CH2:3][CH2:4][CH2:5][CH2:6]1. Reported procedure: A mixture of 2-{(2S)-3-cyclohexyl-2-[5-(1-methyl-1H-pyrazol-5-yl)-1-oxo-1,3-dihydro-2H-isoindol-2-yl]propyl}-1H-isoindole-1,3(2H)-dione (30 mg, 0.062 mmol) was dissolved in methanol (3 mL, 70 mmol) and hydrazine (0.3 mL, 10 mmol). The resulting mixture was stirred at 50° C. for 2 h. Direct purification on prep.—HPLC afforded 11 mg (50% yield) of the desired final product. LC-MS found: 353.1 (M+H)+. Reactants: CC(C)(C)OC(=O)NN, C1CCCCC1, CCCCCCC(=O)CC. Yields the product CCCCCCC(CC)=NNC(=O)OC(C)(C)C. RXN SMILES: [C:11]([NH:12][NH2:13])(=[O:14])[O:15][C:16]([CH3:17])([CH3:18])[CH3:19].[CH2:20]1[CH2:21][CH2:22][CH2:23][CH2:24][CH2:25]1.[CH3:1][CH2:2][C:3]([CH2:4][CH2:5][CH2:6][CH2:7][CH2:8][CH3:9])=[O:10]>>[CH3:1][CH2:2][C:3]([CH2:4][CH2:5][CH2:6][CH2:7][CH2:8][CH3:9])=[N:13][NH:12][C:11](=[O:14])[O:15][C:16]([CH3:17])([CH3:18])[CH3:19]. Reactants: CC(C(=O)N(C1=NC(=CC=C1/C=C/C(=O)OCCCC)OC)CC1OC(OC1)=O)(C)C (butyl (2E)-3-[2-{(2,2-dimethylpropanoyl)[(2-oxo-1,3-dioxolan-4-yl)methyl]amino}-6-(methyloxy)-3-pyridinyl]-2-propenoate), [H][H] (hydrogen). The reagents and catalysts are [Pd] (palladium on carbon). Solvent: C(C)O (ethanol). Yields the product CC(C(=O)N(C1=NC(=CC=C1CCC(=O)OCCCC)OC)CC1OC(OC1)=O)(C)C (Butyl 3-[2-{(2,2-dimethylpropanoyl)[(2-oxo-1,3-dioxolan-4-yl)methyl]amino}-6-(methyloxy)-3-pyridinyl]propanoate). Yield: 98.0%. RXN SMILES: [CH3:1][C:2]([CH3:31])([CH3:30])[C:3]([N:5]([CH2:23][CH:24]1[CH2:28][O:27][C:26](=[O:29])[O:25]1)[C:6]1[C:11](/[CH:12]=[CH:13]/[C:14]([O:16][CH2:17][CH2:18][CH2:19][CH3:20])=[O:15])=[CH:10][CH:9]=[C:8]([O:21][CH3:22])[N:7]=1)=[O:4].[H][H]>C(O)C.[Pd]>[CH3:30][C:2]([CH3:1])([CH3:31])[C:3]([N:5]([CH2:23][CH:24]1[CH2:28][O:27][C:26](=[O:29])[O:25]1)[C:6]1[C:11]([CH2:12][CH2:13][C:14]([O:16][CH2:17][CH2:18][CH2:19][CH3:20])=[O:15])=[CH:10][CH:9]=[C:8]([O:21][CH3:22])[N:7]=1)=[O:4]. Reported procedure: A solution of butyl (2E)-3-[2-{(2,2-dimethylpropanoyl)[(2-oxo-1,3-dioxolan-4-yl)methyl]amino}-6-(methyloxy)-3-pyridinyl]-2-propenoate (6.156 g, 14.184 mmol) in ethanol (200 ml) was treated with palladium on carbon (10% paste, 1.23 g) and the mixture was then stirred at rt under 1 atmosphere of hydrogen for 18 h. The reaction mixture was then filtered through a thin pad of Celite, eluting with more ethanol (200 ml). The organic filtrate was then evaporated to give the product as a yellow oil (6.0...